This data is from the Open Reaction Database (ORD), a public repository of structured organic reaction records. The task is: describe an organic reaction: reactants, conditions, products, and yield Reactants: FC(F)(F)c1cc(Br)[nH]n1, O=C([O-])[O-], CN(C)C=O, CCOC(C)=O, CCOC(=O)CI, [K+], [K+]. Product: CCOC(=O)Cn1nc(C(F)(F)F)cc1Br. RXN SMILES: [Br:1][c:2]1[cH:3][c:4]([C:7]([F:8])([F:9])[F:10])[n:5][nH:6]1.[C:11](=[O:12])([O-:13])[O-:14].[CH3:24][N:25]([CH3:26])[CH:27]=[O:28].[CH3:29][CH2:30][O:31][C:32](=[O:33])[CH3:34].[I:17][CH2:18][C:19](=[O:20])[O:21][CH2:22][CH3:23].[K+:15].[K+:16]>>[Br:1][c:2]1[cH:3][c:4]([C:7]([F:8])([F:9])[F:10])[n:5][n:6]1[CH2:18][C:19](=[O:20])[O:21][CH2:22][CH3:23]. Reactants: N (ammonia), C(C)(=O)NC1=CC=C2NC(C(N(C2=C1)CC(=O)OCC)=O)=O (7-acetamido-1-(ethoxycarbonylmethyl)quinoxaline-2,3(1H,4H)-dione), ice water, [N+](=O)([O-])[O-].[K+] (potassium nitrate). Run in S(O)(O)(=O)=O (sulfuric acid). Reaction conditions: temperature 0 celsius. Yields the product NC1=C(C=C2NC(C(N(C2=C1)CC(=O)O)=O)=O)[N+](=O)[O-] (7-Amino-1-(carboxymethyl)-6-nitroquinoxaline-2,3(1H,4H)-dione). Isolated yield 69.3%. Reaction SMILES: C([NH:4][C:5]1[CH:14]=[C:13]2[C:8]([NH:9][C:10](=[O:22])[C:11](=[O:21])[N:12]2[CH2:15][C:16]([O:18]CC)=[O:17])=[CH:7][CH:6]=1)(=O)C.[N+:23]([O-])([O-:25])=[O:24].[K+].N>S(=O)(=O)(O)O>[NH2:4][C:5]1[CH:14]=[C:13]2[C:8]([NH:9][C:10](=[O:22])[C:11](=[O:21])[N:12]2[CH2:15][C:16]([OH:18])=[O:17])=[CH:7][C:6]=1[N+:23]([O-:25])=[O:24] |f:1.2|. Reported procedure: 57.5 g (0.19 mol) of 7-acetamido-1-(ethoxycarbonylmethyl)quinoxaline-2,3(1H,4H)-dione were dissolved in 575 ml of concentrated sulfuric acid. The solution was cooled to 0° C., and 19.0 g (0.19 mol) of potassium nitrate were added in portions. The cooling was then removed, and the mixture was stirred. After reaction was complete, the mixture was poured into 2 l of ice-water and heated on a waterbath for 2 h. The pH was then adjusted to about 4-5 with aqueous ammonia solution, and the precipitate ... The reactants are ClC=1N=NC(=CC1C1=CC=NC=C1)C1=CC=CC=C1 (3-chloro-6-phenyl-4-(pyridin-4-yl)pyridazine), N1(CCOCC1)CCN (2-Morpholin-4-yl-ethylamine), CN1CCN(CC1)C1(NN=C(C=C1C1=CC=NC=C1)C1=CC=CC=C1)NCCN1CCOCC1 (3-(4-methylpiperazin-1-yl)-N-(2-morpholinoethyl)-6-phenyl-4-(pyridin-4-yl)pyridazin-3-amine). Run in 1-BuOH. Reaction conditions: temperature 130 celsius, time 7 day. The product is O1CCN(CC1)CCNC=1N=NC(=CC1C1=CC=NC=C1)C1=CC=CC=C1 (N-(2-morpholinoethyl)-6-phenyl-4-(pyridin-4-yl)pyridazin-3-amine). As a reaction SMILES: ClC1N=NC(C2C=CC=CC=2)=CC=1C1C=CN=CC=1.N1(CCN)CCOCC1.CN1CCN([C:36]2([NH:54][CH2:55][CH2:56][N:57]3[CH2:62][CH2:61][O:60][CH2:59][CH2:58]3)[C:41]([C:42]3[CH:47]=[CH:46][N:45]=[CH:44][CH:43]=3)=[CH:40][C:39]([C:48]3[CH:53]=[CH:52][CH:51]=[CH:50][CH:49]=3)=[N:38][NH:37]2)CC1>>[O:60]1[CH2:61][CH2:62][N:57]([CH2:56][CH2:55][NH:54][C:36]2[N:37]=[N:38][C:39]([C:48]3[CH:53]=[CH:52][CH:51]=[CH:50][CH:49]=3)=[CH:40][C:41]=2[C:42]2[CH:47]=[CH:46][N:45]=[CH:44][CH:43]=2)[CH2:58][CH2:59]1. Reported procedure: A mixture of 3-chloro-6-phenyl-4-(pyridin-4-yl)pyridazine (MW01-7-076WH) (0.5 mmol), 2-Morpholin-4-yl-ethylamine (2.0 mmol) in 3 ml of 1-BuOH was heated with stirring at 130° C. for about 7 days. The solvent was removed by evaporation in vacuo, the residue was treated with water to give a suspension. The solid was then filtered off, washed with water, then 1:3, Ethyl Acetate:Petroleum ether, dried over filter funnel in vacuo to yield a gray solid. ESI-MS: m/z 362.2 (M+H+). A synthetic reaction s...